Dataset: the Open Reaction Database (ORD), a public repository of structured organic reaction records. Task: describe an organic reaction: reactants, conditions, products, and yield The reactants are ClC1=CC2=C(N(C(=N2)CCl)C=2C=NC(=CC2)Cl)C=C1 (5-chloro-2-chloromethyl-1-(6-chloro-pyridin-3-yl)-1H-benzoimidazole), CS(=O)(=O)N1N=CC2=CC=CC=C12 (methanesulfonyl-1H-indazole), CS(=O)(=O)C1=NNC2=CC=CC=C12 (3-methanesulfonyl-1H-indazole). Yields the product ClC1=CC2=C(N(C(=N2)CN2N=C(C3=CC=CC=C23)S(=O)(=O)C)C=2C=NC(=CC2)Cl)C=C1 (1-{[5-Chloro-1-(6-chloropyridin-3-yl)-1H-benzimidazol-2-yl]methyl}-3-(methylsulfonyl)-1H-indazole). Reaction SMILES: [Cl:1][C:2]1[CH:19]=[CH:18][C:5]2[N:6]([C:11]3[CH:12]=[N:13][C:14]([Cl:17])=[CH:15][CH:16]=3)[C:7]([CH2:9]Cl)=[N:8][C:4]=2[CH:3]=1.CS(N1C2C(=CC=CC=2)C=N1)(=O)=O.[CH3:33][S:34]([C:37]1[C:45]2[C:40](=[CH:41][CH:42]=[CH:43][CH:44]=2)[NH:39][N:38]=1)(=[O:36])=[O:35]>>[Cl:1][C:2]1[CH:19]=[CH:18][C:5]2[N:6]([C:11]3[CH:12]=[N:13][C:14]([Cl:17])=[CH:15][CH:16]=3)[C:7]([CH2:9][N:39]3[C:40]4[C:45](=[CH:44][CH:43]=[CH:42][CH:41]=4)[C:37]([S:34]([CH3:33])(=[O:35])=[O:36])=[N:38]3)=[N:8][C:4]=2[CH:3]=1. Procedure details: The title compound was prepared in analogy to Example 3-1 by using 5-chloro-2-chloromethyl-1-(6-chloro-pyridin-3-yl)-1H-benzoimidazole and methanesulfonyl-1H-indazole instead of 5-chloro-2-chloromethyl-1-(4,4,4-trifluoro-butyl)-1H-benzoimidazole and 3-methanesulfonyl-1H-indazole.